From a dataset of the Open Reaction Database (ORD), a public repository of structured organic reaction records. describe an organic reaction: reactants, conditions, products, and yield Reactants: [I-].[K+] (potassium iodide), C(#N)C1=CC=C(C=C1)C1=CC=C(C=C1)O (4-cyano-4'-hydroxybiphenyl), BrCCCCCCCCCC (1-bromodecane), C([O-])([O-])=O.[K+].[K+] (potassium carbonate). Run in CC(CC)=O (butanone). Yields the product C(#N)C1=CC=C(C=C1)C1=CC=C(C=C1)OCCCCCCCCCC (4-Cyano-4'-decyloxybiphenyl). RXN SMILES: [C:1]([C:3]1[CH:8]=[CH:7][C:6]([C:9]2[CH:14]=[CH:13][C:12]([OH:15])=[CH:11][CH:10]=2)=[CH:5][CH:4]=1)#[N:2].Br[CH2:17][CH2:18][CH2:19][CH2:20][CH2:21][CH2:22][CH2:23][CH2:24][CH2:25][CH3:26].C(=O)([O-])[O-].[K+].[K+].[I-].[K+]>CC(=O)CC>[C:1]([C:3]1[CH:4]=[CH:5][C:6]([C:9]2[CH:14]=[CH:13][C:12]([O:15][CH2:17][CH2:18][CH2:19][CH2:20][CH2:21][CH2:22][CH2:23][CH2:24][CH2:25][CH3:26])=[CH:11][CH:10]=2)=[CH:7][CH:8]=1)#[N:2] |f:2.3.4,5.6|. Reported procedure: A mixture of 4-cyano-4'-hydroxybiphenyl (56) (10.10 g, 0.052 mol), 1-bromodecane (14.38 g, 0.065 mol), anhydrous potassium carbonate (37.32 g, 0.27 mol), butanone (300 ml) and a trace of potassium iodide was heated under reflux overnight. The cooled solution was filtered to remove inorganic salts and the solvent was removed in vacuo. The residual oil was distilled (to remove excess bromide) and finally purified by column chromatography (dichloromethane) to yield a colourless, low melting solid. Reaction SMILES: [CH2:26]([OH:27])[CH3:28].[ClH:29].[F:1][CH2:2][C:3]1([CH2:22][F:23])[O:4][c:5]2[c:6]([cH:14][c:15]([C:18]([F:19])([F:20])[F:21])[cH:16][cH:17]2)[C:7]([C:9](=[O:10])[O:11][CH2:12][CH3:13])=[CH:8]1.[K+:25].[OH-:24].[OH2:30]>>[F:1][CH2:2][C:3]1([CH2:22][F:23])[O:4][c:5]2[c:6]([cH:14][c:15]([C:18]([F:19])([F:20])[F:21])[cH:16][cH:17]2)[C:7]([C:9](=[O:10])[OH:11])=[CH:8]1. The reactants are CCO, Cl, CCOC(=O)C1=CC(CF)(CF)Oc2ccc(C(F)(F)F)cc21, [K+], [OH-], O. Yields the product O=C(O)C1=CC(CF)(CF)Oc2ccc(C(F)(F)F)cc21. Reactants: FC(CN(C1=C(C=C2CCCC2=C1)OCC1=CC=C(C(=O)OC)C=C1)S(=O)(=O)C=1SC=C(N1)C)C (methyl 4-{[(6-{(2-fluoropropyl)[(4-methyl-1,3-thiazol-2-yl)sulfonyl]amino}-2,3-dihydro-1H-inden-5-yl)oxy]methyl}benzoate), [OH-].[Na+] (sodium hydroxide). Run in C1CCOC1 (THF), CO (methanol). Conditions: temperature 50 celsius, time 4 hour. Yields the product FC(CN(C1=C(C=C2CCCC2=C1)OCC1=CC=C(C(=O)[O-])C=C1)S(=O)(=O)C=1SC=C(N1)C)C.[Na+] (sodium 4-{[(6-{(2-fluoropropyl)[(4-methyl-1,3-thiazol-2-yl)sulfonyl]amino}-2,3-dihydro-1H-inden-5-yl)oxy]methyl}benzoate). Reaction SMILES: [F:1][CH:2]([CH3:35])[CH2:3][N:4]([S:26]([C:29]1[S:30][CH:31]=[C:32]([CH3:34])[N:33]=1)(=[O:28])=[O:27])[C:5]1[CH:13]=[C:12]2[C:8]([CH2:9][CH2:10][CH2:11]2)=[CH:7][C:6]=1[O:14][CH2:15][C:16]1[CH:25]=[CH:24][C:19]([C:20]([O:22]C)=[O:21])=[CH:18][CH:17]=1.[OH-].[Na+:37]>C1COCC1.CO>[F:1][CH:2]([CH3:35])[CH2:3][N:4]([S:26]([C:29]1[S:30][CH:31]=[C:32]([CH3:34])[N:33]=1)(=[O:28])=[O:27])[C:5]1[CH:13]=[C:12]2[C:8]([CH2:9][CH2:10][CH2:11]2)=[CH:7][C:6]=1[O:14][CH2:15][C:16]1[CH:17]=[CH:18][C:19]([C:20]([O-:22])=[O:21])=[CH:24][CH:25]=1.[Na+:37] |f:1.2,5.6|. Procedure details: 351 mg of methyl 4-{[(6-{(2-fluoropropyl)[(4-methyl-1,3-thiazol-2-yl)sulfonyl]amino}-2,3-dihydro-1H-inden-5-yl)oxy]methyl}benzoate was dissolved in 5.00 mL of THF and 5.00 mL of methanol, and 2.03 mL of a 1 M aqueous sodium hydroxide solution was added thereto, followed by stirring at 50° C. for 4 hours. The reaction liquid was concentrated under reduced pressure, to the obtained residue were added a 5% w/v aqueous citric acid solution and chloroform, and the organic layer was separated using a ... Solvent: O1CCOCC1 (dioxane). Isolated yield 88.3%. Starting materials: Cl (hydrochloric acid), BrC1=CC=C(C=C1)CCOCCC(=O)N(CCC1=CC=CC=C1)CC(OCC)OCC (3-[2-(4-Bromophenyl)ethoxy]-N-(2,2-diethoxyethyl)-N-phenethyl-propanamide), ClCCl (dichloromethane). Product: BrC1=CC=C(C=C1)CCOCCC(=O)N(CCC1=CC=CC=C1)CC=O (3-[2-(4-Bromophenyl)ethoxy]-N-(2-oxoethyl)-N-phenethyl-propanamide). Procedure: 3-[2-(4-Bromophenyl)ethoxy]-N-(2,2-diethoxyethyl)-N-phenethyl-propanamide (Example 10c) 0.72 g) was dissolved in anhydrous dioxane (15 mL) and treated with concentrated hydrochloric acid (10 mL) and stirred for 1 hour. The reaction mixture was then poured into dichloromethane (15 mL), washed with water (2×30 mL) and brine (30 mL). The organic layer was separated, dried over anhydrous magnesium sulphate, filtered and concentrated to give the sub-titled compound (0.54 g) as a viscous oil. As a reaction SMILES: [Br:1][C:2]1[CH:7]=[CH:6][C:5]([CH2:8][CH2:9][O:10][CH2:11][CH2:12][C:13]([N:15]([CH2:24][CH:25](OCC)[O:26]CC)[CH2:16][CH2:17][C:18]2[CH:23]=[CH:22][CH:21]=[CH:20][CH:19]=2)=[O:14])=[CH:4][CH:3]=1.Cl.ClCCl>O1CCOCC1>[Br:1][C:2]1[CH:3]=[CH:4][C:5]([CH2:8][CH2:9][O:10][CH2:11][CH2:12][C:13]([N:15]([CH2:24][CH:25]=[O:26])[CH2:16][CH2:17][C:18]2[CH:23]=[CH:22][CH:21]=[CH:20][CH:19]=2)=[O:14])=[CH:6][CH:7]=1. Run at time 1 hour. The reactants are C=CCOc1cc(C(O)CS(C)(=O)=O)cc(OCC=C)c1NC(C)=O, CS(C)=O, N#CCCNc1ccccc1. The product is C=CCOc1cc(CC(C#N)=CNc2ccccc2)cc(OCC=C)c1NC(C)=O. RXN SMILES: [CH2:12]([CH:13]=[CH2:14])[O:15][c:16]1[c:17]([NH:18][C:19]([CH3:20])=[O:21])[c:22]([O:33][CH2:34][CH:35]=[CH2:36])[cH:23][c:24]([CH:26]([OH:27])[CH2:28][S:29]([CH3:30])(=[O:31])=[O:32])[cH:25]1.[CH3:37][S:38]([CH3:39])=[O:40].[NH:1]([c:2]1[cH:3][cH:4][cH:5][cH:6][cH:7]1)[CH2:8][CH2:9][C:10]#[N:11]>>[NH:1]([c:2]1[cH:3][cH:4][cH:5][cH:6][cH:7]1)[CH:8]=[C:9]([C:10]#[N:11])[CH2:26][c:24]1[cH:23][c:22]([O:33][CH2:34][CH:35]=[CH2:36])[c:17]([NH:18][C:19]([CH3:20])=[O:21])[c:16]([O:15][CH2:12][CH:13]=[CH2:14])[cH:25]1. Reactants: Cc1nc(C(=O)N2C(CN)CC3CC32)c(-c2cccc(F)c2)s1, O=C(O)c1ccc2snnc2c1. The product is Cc1nc(C(=O)N2C(CNC(=O)c3ccc4snnc4c3)CC3CC32)c(-c2cccc(F)c2)s1. Reaction SMILES: [NH2:1][CH2:2][CH:3]1[N:4]([C:9](=[O:10])[c:11]2[n:12][c:13]([CH3:23])[s:14][c:15]2-[c:16]2[cH:17][c:18]([F:22])[cH:19][cH:20][cH:21]2)[CH:5]2[CH2:6][CH:7]2[CH2:8]1.[s:24]1[n:25][n:26][c:27]2[c:28]1[cH:29][cH:30][c:31]([C:33](=[O:34])[OH:35])[cH:32]2>>[NH:1]([CH2:2][CH:3]1[N:4]([C:9](=[O:10])[c:11]2[n:12][c:13]([CH3:23])[s:14][c:15]2-[c:16]2[cH:17][c:18]([F:22])[cH:19][cH:20][cH:21]2)[CH:5]2[CH2:6][CH:7]2[CH2:8]1)[C:33]([c:31]1[cH:30][cH:29][c:28]2[s:24][n:25][n:26][c:27]2[cH:32]1)=[O:34].